Dataset: the Open Reaction Database (ORD), a public repository of structured organic reaction records. Task: describe an organic reaction: reactants, conditions, products, and yield Starting materials: O=C([O-])O, CC(=O)O, I[Cu]I, [I-], O=N[O-], Nc1ccc2cc(-c3ccccc3C(F)(F)F)[nH]c(=O)c2c1, [Na+], [Na+], [Na+], O=S(=O)(O)O. The product is O=c1[nH]c(-c2ccccc2C(F)(F)F)cc2ccc(I)cc12. Reaction SMILES: [C:34](=[O:35])([OH:36])[O-:37].[CH3:42][C:43](=[O:44])[OH:45].[Cu:39]([I:40])[I:41].[I-:33].[N:6]([O-:7])=[O:8].[NH2:10][c:11]1[cH:12][cH:13][c:14]2[cH:15][c:16](-[c:22]3[c:23]([C:28]([F:29])([F:30])[F:31])[cH:24][cH:25][cH:26][cH:27]3)[nH:17][c:18](=[O:21])[c:19]2[cH:20]1.[Na+:32].[Na+:38].[Na+:9].[S:1](=[O:2])(=[O:3])([OH:4])[OH:5]>>[c:11]1([I:33])[cH:12][cH:13][c:14]2[cH:15][c:16](-[c:22]3[c:23]([C:28]([F:29])([F:30])[F:31])[cH:24][cH:25][cH:26][cH:27]3)[nH:17][c:18](=[O:21])[c:19]2[cH:20]1. The reactants are C1(=CC=CC=C1)C1=CC=C(OCC2OC2)C=C1 (4-phenylphenoxymethyloxirane), [N-]=[N+]=[N-].[Na+] (sodium azide), C(=O)OC (methyl formate), CO (methanol). Solvent: O (water). Product: C1(=CC=CC=C1)C1=CC=C(OCC(CN=[N+]=[N-])O)C=C1 (3-(4-phenylphenoxy)-2-hydroxypropylazide). Yield: 86.5%. As a reaction SMILES: [C:1]1([C:7]2[CH:17]=[CH:16][C:10]([O:11][CH2:12][CH:13]3[CH2:15][O:14]3)=[CH:9][CH:8]=2)[CH:6]=[CH:5][CH:4]=[CH:3][CH:2]=1.[N-:18]=[N+:19]=[N-:20].[Na+].C(OC)=O.CO>O>[C:1]1([C:7]2[CH:17]=[CH:16][C:10]([O:11][CH2:12][CH:13]([OH:14])[CH2:15][N:18]=[N+:19]=[N-:20])=[CH:9][CH:8]=2)[CH:6]=[CH:5][CH:4]=[CH:3][CH:2]=1 |f:1.2|. Procedure details: A procedure similar to that described in Preparation 12 was repeated, except that 3.00 g of 4-phenylphenoxymethyloxirane (prepared as described in Preparation 82), 4.23 g of sodium azide, 15 ml of methyl formate and 90 ml of an 8:1 by volume mixture of methanol and water were used, to give 3.09 g of the title compound, melting at 72.2° to 73.9° C. Starting materials: acyloxyalkyl alkoxycarbonyloxyalkyl carboxylic esters, carboxylic acids, ClCCCS(=O)(=O)OCC([C@H](C(=O)O)OCC1=CC=CC=C1)(C)C ((2R)-4-[(3-Chloropropyl)sulfonyloxy]-3,3-dimethyl-2-(phenylmethoxy)butanoic acid), C1(=CC=CC=C1)CC(=O)OCCl (chloromethyl 2-phenylacetate). The reagents and catalysts are C([O-])([O-])=O.[Ag+2] (silver carbonate). Run in C1(=CC=CC=C1)C (toluene). Product: ClCCCS(=O)(=O)OCC([C@H](C(=O)OCOC(CC1=CC=CC=C1)=O)OCC1=CC=CC=C1)(C)C ((2-Phenylacetyloxy)methyl (2R)-4-[(3-chloropropyl)sulfonyloxy]-3,3-dimethyl-2-(phenylmethoxy)butanoate). The yield is 64.2%. Reaction SMILES: [Cl:1][CH2:2][CH2:3][CH2:4][S:5]([O:8][CH2:9][C:10]([CH3:24])([CH3:23])[C@@H:11]([O:15][CH2:16][C:17]1[CH:22]=[CH:21][CH:20]=[CH:19][CH:18]=1)[C:12]([OH:14])=[O:13])(=[O:7])=[O:6].[C:25]1([CH2:31][C:32]([O:34][CH2:35]Cl)=[O:33])[CH:30]=[CH:29][CH:28]=[CH:27][CH:26]=1>C1(C)C=CC=CC=1.C(=O)([O-])[O-].[Ag+2]>[Cl:1][CH2:2][CH2:3][CH2:4][S:5]([O:8][CH2:9][C:10]([CH3:24])([CH3:23])[C@@H:11]([O:15][CH2:16][C:17]1[CH:22]=[CH:21][CH:20]=[CH:19][CH:18]=1)[C:12]([O:14][CH2:35][O:34][C:32](=[O:33])[CH2:31][C:25]1[CH:26]=[CH:27][CH:28]=[CH:29][CH:30]=1)=[O:13])(=[O:6])=[O:7] |f:3.4|. Reported procedure: Following the general procedure for the preparation of acyloxyalkyl/alkoxycarbonyloxyalkyl carboxylic esters from carboxylic acids of Description 22, (2R)-4-[(3-chloropropyl)sulfonyloxy]-3,3-dimethyl-2-(phenylmethoxy)butanoic acid (11) (0.5 g, 1.3 mmol) dissolved in 10 mL of anhydrous toluene was reacted with 1.1 g (4.0 mmol) of chloromethyl 2-phenylacetate in the presence of 0.44 g (1.6 mmol) of silver carbonate (Ag2CO3). After work-up, the crude material was purified by silica gel column chrom... Starting materials: Brc1c(COC2CCNCC2)ccc2ccccc12, CCCC[Sn](Cl)(CCCC)CCCC, C1CCOC1, Cl, O. Yields the product CCCC[Sn](CCCC)(CCCC)c1c(COC2CCNCC2)ccc2ccccc12. RXN SMILES: [Br:2][c:3]1[c:4]([CH2:13][O:14][CH:15]2[CH2:16][CH2:17][NH:18][CH2:19][CH2:20]2)[cH:5][cH:6][c:7]2[cH:8][cH:9][cH:10][cH:11][c:12]12.[CH2:21]([CH2:22][CH2:23][CH3:24])[Sn:25]([CH2:26][CH2:27][CH2:28][CH3:29])([CH2:30][CH2:31][CH2:32][CH3:33])[Cl:34].[CH2:36]1[O:37][CH2:38][CH2:39][CH2:40]1.[ClH:1].[OH2:35]>>[c:3]1([Sn:25]([CH2:21][CH2:22][CH2:23][CH3:24])([CH2:26][CH2:27][CH2:28][CH3:29])[CH2:30][CH2:31][CH2:32][CH3:33])[c:4]([CH2:13][O:14][CH:15]2[CH2:16][CH2:17][NH:18][CH2:19][CH2:20]2)[cH:5][cH:6][c:7]2[cH:8][cH:9][cH:10][cH:11][c:12]12. The reactants are NC(=S)N1CCC(CC1)NC(=O)C=1NC(=C(C1Cl)Cl)C (N-[1-(aminocarbonothioyl)piperidin-4-yl]-3,4-dichloro-5-methyl-1H-pyrrole-2-carboxamide), NC(=S)N1CCC(CC1)NC(=O)C=1NC(=C(C1Cl)Cl)C (N-[1-(aminocarbonothioyl)piperidin-4-yl]-3,4-dichloro-5-methyl-1H-pyrrole-2-carboxamide), ClC(C(=O)OC(C)(C)C)C#N (tert-butyl chloro(cyano)acetate). The solvent is CO (MeOH). Conditions: temperature 80 celsius. Product: ClC1=C(NC(=C1Cl)C)C(=O)NC1CCN(CC1)C=1SC(=C(N1)OC)C#N (3,4-Dichloro-N-[1-(5-cyano-4-methoxy-1,3-thiazol-2-yl)piperidin-4-yl]-5-methyl-1H-pyrrole-2-carboxamide). As a reaction SMILES: [NH2:1][C:2]([N:4]1[CH2:9][CH2:8][CH:7]([NH:10][C:11]([C:13]2[NH:14][C:15]([CH3:20])=[C:16]([Cl:19])[C:17]=2[Cl:18])=[O:12])[CH2:6][CH2:5]1)=[S:3].Cl[CH:22]([C:30]#[N:31])[C:23]([O:25][C:26](C)(C)C)=O>CO>[Cl:18][C:17]1[C:16]([Cl:19])=[C:15]([CH3:20])[NH:14][C:13]=1[C:11]([NH:10][CH:7]1[CH2:8][CH2:9][N:4]([C:2]2[S:3][C:22]([C:30]#[N:31])=[C:23]([O:25][CH3:26])[N:1]=2)[CH2:5][CH2:6]1)=[O:12]. Reported procedure: A suspension of N-[1-(aminocarbonothioyl)piperidin-4-yl]-3,4-dichloro-5-methyl-1H-pyrrole-2-carboxamide (Intermediate 95, 0.22 g, 0.7 mmol) and tert-butyl chloro(cyano)acetate (0.12 g, 0.7 mmol) in MeOH was heated to 80° C. in the microwave reactor for 40 minutes. The product precipitated and was filtered off.